From a dataset of the Open Reaction Database (ORD), a public repository of structured organic reaction records. describe an organic reaction: reactants, conditions, products, and yield Reactants: CC(C)(C)c1nc2cc(S(=O)(=O)N3CCC(N(C(=O)[O-])C(C)(C)C)C3)ccc2n1CC1CCC(F)(F)CC1, Cl, C1COCCO1. Product: CC(C)(C)c1nc2cc(S(=O)(=O)N3CCC(N)C3)ccc2n1CC1CCC(F)(F)CC1. RXN SMILES: [C:1]([N:5]([C:2](=[O:3])[O-:4])[CH:9]1[CH2:10][N:11]([S:14](=[O:15])(=[O:16])[c:17]2[cH:18][c:19]3[c:20]([n:21]([CH2:28][CH:29]4[CH2:30][CH2:31][C:32]([F:35])([F:36])[CH2:33][CH2:34]4)[c:22]([C:24]([CH3:25])([CH3:26])[CH3:27])[n:23]3)[cH:37][cH:38]2)[CH2:12][CH2:13]1)([CH3:6])([CH3:7])[CH3:8].[ClH:39].[O:40]1[CH2:41][CH2:42][O:43][CH2:44][CH2:45]1>>[NH2:5][CH:9]1[CH2:10][N:11]([S:14](=[O:15])(=[O:16])[c:17]2[cH:18][c:19]3[c:20]([n:21]([CH2:28][CH:29]4[CH2:30][CH2:31][C:32]([F:35])([F:36])[CH2:33][CH2:34]4)[c:22]([C:24]([CH3:25])([CH3:26])[CH3:27])[n:23]3)[cH:37][cH:38]2)[CH2:12][CH2:13]1. Reactants: CC(=O)c1ccc(-c2ccc(C#N)n2C)cc1, Cl, NO. Product: CC(=NO)c1ccc(-c2ccc(C#N)n2C)cc1. As a reaction SMILES: [C:1]([CH3:2])(=[O:3])[c:4]1[cH:5][cH:6][c:7](-[c:10]2[cH:11][cH:12][c:13]([C:16]#[N:17])[n:14]2[CH3:15])[cH:8][cH:9]1.[ClH:18].[NH2:19][OH:20]>>[C:1]([CH3:2])([c:4]1[cH:5][cH:6][c:7](-[c:10]2[cH:11][cH:12][c:13]([C:16]#[N:17])[n:14]2[CH3:15])[cH:8][cH:9]1)=[N:19][OH:20].